From a dataset of the Open Reaction Database (ORD), a public repository of structured organic reaction records. describe an organic reaction: reactants, conditions, products, and yield Starting materials: ClC1=CC=C(C=O)C=C1 (4-chlorobenzaldehyde), FC(C1=CC=C(C=C1)C(C)=O)(F)F (p-(trifluoromethyl)acetophenone). Product: ClC1=CC=C(C=C1)C=CC(=O)C1=CC=C(C=C1)C(F)(F)F (3-(4-chlorophenyl)-1-(4-(trifluoromethyl)-phenyl)prop-2-en-1-one). Reaction SMILES: [Cl:1][C:2]1[CH:9]=[CH:8][C:5]([CH:6]=O)=[CH:4][CH:3]=1.[F:10][C:11]([F:22])([F:21])[C:12]1[CH:17]=[CH:16][C:15]([C:18](=[O:20])[CH3:19])=[CH:14][CH:13]=1>>[Cl:1][C:2]1[CH:9]=[CH:8][C:5]([CH:6]=[CH:19][C:18]([C:15]2[CH:14]=[CH:13][C:12]([C:11]([F:21])([F:22])[F:10])=[CH:17][CH:16]=2)=[O:20])=[CH:4][CH:3]=1. Procedure details: By a procedure similar to that of example 1.59.1, starting from 4-chlorobenzaldehyde and p-(trifluoromethyl)acetophenone, 3-(4-chlorophenyl)-1-(4-(trifluoromethyl)-phenyl)prop-2-en-1-one was obtained as beige coloured solid. Reactants: crude product, C(C)(C)(C)OC(NC1=C(C=C(C(=C1)C)Cl)N)=O ((2-amino-4-chloro-5-methyl-phenyl)-carbamic acid tert-butyl ester), C(C)(C)(C)OC(CC(C1=CC(=CC=C1)C1=NC=CC=N1)=O)=O (3-oxo-3-(3-pyrimidin-2-yl-phenyl)-propionic acid tert-butyl ester). Product: ClC=1C(=CC2=C(NC(CC(=N2)C2=CC(=CC=C2)C2=NC=CC=N2)=O)C1)C (8-Chloro-7-methyl-4-(3-pyrimidin-2-yl-phenyl)-1,3-dihydro-benzo[b][1,4]diazepin-2-one), solid. As a reaction SMILES: C(OC(=O)[NH:7][C:8]1[CH:13]=[C:12]([CH3:14])[C:11]([Cl:15])=[CH:10][C:9]=1[NH2:16])(C)(C)C.C(O[C:23](=[O:39])[CH2:24][C:25](=O)[C:26]1[CH:31]=[CH:30][CH:29]=[C:28]([C:32]2[N:37]=[CH:36][CH:35]=[CH:34][N:33]=2)[CH:27]=1)(C)(C)C>>[Cl:15][C:11]1[C:12]([CH3:14])=[CH:13][C:8]2[N:7]=[C:25]([C:26]3[CH:31]=[CH:30][CH:29]=[C:28]([C:32]4[N:33]=[CH:34][CH:35]=[CH:36][N:37]=4)[CH:27]=3)[CH2:24][C:23](=[O:39])[NH:16][C:9]=2[CH:10]=1. Procedure: The title compound was prepared from (2-amino-4-chloro-5-methyl-phenyl)-carbamic acid tert-butyl ester (Example J22) (128 mg, 0.5 mmol) and 3-oxo-3-(3-pyrimidin-2-yl-phenyl)-propionic acid tert-butyl ester (Example K44) (179 mg, 0.6 mmol) according to the general procedure M and subsequent treatment of the crude product according to the general procedure N. Obtained as a light yellow solid (81 mg).